From a dataset of the Open Reaction Database (ORD), a public repository of structured organic reaction records. describe an organic reaction: reactants, conditions, products, and yield As a reaction SMILES: [BrH:1].[C:40](=[O:41])([OH:42])[O-:43].[CH3:23][C:24]1=[N:28][N:27]([c:29]2[cH:30][c:31]3[c:36]([cH:37][cH:38]2)[CH2:35][CH2:34][CH2:33][CH2:32]3)[C:26](=[O:39])[CH2:25]1.[CH3:46][CH2:47][OH:48].[ClH:45].[N:19]([O-:20])=[O:21].[NH2:2][c:3]1[c:4]([OH:18])[c:5](-[c:9]2[cH:10][c:11]([C:15](=[O:16])[OH:17])[cH:12][cH:13][cH:14]2)[cH:6][cH:7][cH:8]1.[Na+:22].[Na+:44]>>[NH:2]([c:3]1[c:4]([OH:18])[c:5](-[c:9]2[cH:10][c:11]([C:15](=[O:16])[OH:17])[cH:12][cH:13][cH:14]2)[cH:6][cH:7][cH:8]1)[N:19]=[C:25]1[C:24]([CH3:23])=[N:28][N:27]([c:29]2[cH:30][c:31]3[c:36]([cH:37][cH:38]2)[CH2:35][CH2:34][CH2:33][CH2:32]3)[C:26]1=[O:39]. Yields the product CC1=NN(c2ccc3c(c2)CCCC3)C(=O)C1=NNc1cccc(-c2cccc(C(=O)O)c2)c1O. Starting materials: Br, O=C([O-])O, CC1=NN(c2ccc3c(c2)CCCC3)C(=O)C1, CCO, Cl, O=N[O-], Nc1cccc(-c2cccc(C(=O)O)c2)c1O, [Na+], [Na+]. Reactants: CC(=O)[O-], CC(=O)[O-], ClCCl, [Cu+2], OB(O)Oc1ccccc1F, c1ccncc1, CC(C)(C)OC(=O)N1CC=C(c2c[nH]cn2)CC1. The product is CC(C)(C)OC(=O)N1CC=C(c2cn(-c3ccccc3F)cn2)CC1. RXN SMILES: [C:39]([O-:40])(=[O:41])[CH3:42].[C:44]([O-:45])(=[O:46])[CH3:47].[Cl:36][CH2:37][Cl:38].[Cu+2:43].[F:25][c:26]1[c:27]([O:32][B:33]([OH:34])[OH:35])[cH:28][cH:29][cH:30][cH:31]1.[cH:1]1[cH:2][cH:3][n:4][cH:5][cH:6]1.[nH:7]1[cH:8][n:9][c:10]([C:12]2=[CH:17][CH2:16][N:15]([C:18](=[O:19])[O:20][C:21]([CH3:22])([CH3:23])[CH3:24])[CH2:14][CH2:13]2)[cH:11]1>>[n:7]1(-[c:27]2[c:26]([F:25])[cH:31][cH:30][cH:29][cH:28]2)[cH:8][n:9][c:10]([C:12]2=[CH:17][CH2:16][N:15]([C:18](=[O:19])[O:20][C:21]([CH3:22])([CH3:23])[CH3:24])[CH2:14][CH2:13]2)[cH:11]1. The reactants are FC1=C(C=CC=C1)N1C(C(C2=CC=C(C=C12)OC)(NC(=O)C=1N=CC2=CC=CC=C2C1)CCC(=O)OC)=O ((+)-methyl 3-[1-(2-fluorophenyl)-2,3-dihydro-3-(3-isoquinolinyl)carbonylamino-6-methoxy-2-oxo-1H-indol-3-yl]propionate), [OH-].[Na+] (NaOH). Solvent: CO (methanol). The product is FC1=C(C=CC=C1)N1C(C(C2=CC=C(C=C12)OC)(NC(=O)C=1N=CC2=CC=CC=C2C1)CCC(=O)O)=O ((+)-3-[1-(2-fluorophenyl)-2,3-dihydro-3-(3-isoquinolinyl)carbonylamino-6-methoxy-2-oxo-1H-indol-3-yl]propionic acid). RXN SMILES: [F:1][C:2]1[CH:7]=[CH:6][CH:5]=[CH:4][C:3]=1[N:8]1[C:16]2[C:11](=[CH:12][CH:13]=[C:14]([O:17][CH3:18])[CH:15]=2)[C:10]([CH2:32][CH2:33][C:34]([O:36]C)=[O:35])([NH:19][C:20]([C:22]2[N:23]=[CH:24][C:25]3[C:30]([CH:31]=2)=[CH:29][CH:28]=[CH:27][CH:26]=3)=[O:21])[C:9]1=[O:38].[OH-].[Na+]>CO>[F:1][C:2]1[CH:7]=[CH:6][CH:5]=[CH:4][C:3]=1[N:8]1[C:16]2[C:11](=[CH:12][CH:13]=[C:14]([O:17][CH3:18])[CH:15]=2)[C:10]([CH2:32][CH2:33][C:34]([OH:36])=[O:35])([NH:19][C:20]([C:22]2[N:23]=[CH:24][C:25]3[C:30]([CH:31]=2)=[CH:29][CH:28]=[CH:27][CH:26]=3)=[O:21])[C:9]1=[O:38] |f:1.2|. Procedure: A mixture of 62.53 g of (+)-methyl 3-[1-(2-fluorophenyl)-2,3-dihydro-3-(3-isoquinolinyl)carbonylamino-6-methoxy-2-oxo-1H-indol-3-yl]propionate, 56.78 ml of a 3N--NaOH aqueous solution and 576 ml of methanol was stirred at room temperature overnight under ice cooling. The reaction mixture was concentrated under reduced pressure, and the residue was made acidic with an aqueous 15% citric acid solution and extracted with ethyl acetate. The organic layer was collected by separation and washed with w... Reactants: C(=O)(O)[O-].[Na+] (NaHCO3), NC1=C(C=C(C=C1)NCCNC1=NC(=C(C=C1)[N+](=O)[O-])N)C1=C(C=C(C=C1)Cl)Cl ([4-amino-3-(2,4-dichlorophenyl)phenyl]{2-[(6-amino-5-nitro(2-pyridyl))amino]ethyl}amine), BrCC(=O)Cl (2-bromoacetyl chloride). The solvent is CCOC(=O)C (EtOAc), CCOC(=O)C (EtOAc). Run at time 30 minute. Product: NC1=C(C=CC(=N1)NCCNC1=CC(=C(C=C1)NC(CBr)=O)C1=C(C=C(C=C1)Cl)Cl)[N+](=O)[O-] (N-[4-({2-[(6-amino-5-nitro(2-pyridyl))amino]ethyl}amino)-2-(2,4-dichlorophenyl)phenyl]-2-bromoacetamide). The yield is 76.0%. As a reaction SMILES: C([O-])(O)=O.[Na+].[NH2:6][C:7]1[CH:12]=[CH:11][C:10]([NH:13][CH2:14][CH2:15][NH:16][C:17]2[CH:22]=[CH:21][C:20]([N+:23]([O-:25])=[O:24])=[C:19]([NH2:26])[N:18]=2)=[CH:9][C:8]=1[C:27]1[CH:32]=[CH:31][C:30]([Cl:33])=[CH:29][C:28]=1[Cl:34].[Br:35][CH2:36][C:37](Cl)=[O:38]>CCOC(C)=O>[NH2:26][C:19]1[N:18]=[C:17]([NH:16][CH2:15][CH2:14][NH:13][C:10]2[CH:11]=[CH:12][C:7]([NH:6][C:37](=[O:38])[CH2:36][Br:35])=[C:8]([C:27]3[CH:32]=[CH:31][C:30]([Cl:33])=[CH:29][C:28]=3[Cl:34])[CH:9]=2)[CH:22]=[CH:21][C:20]=1[N+:23]([O-:25])=[O:24] |f:0.1|. Procedure details: Aqueous NaHCO3 (8 eq) was added to the stirred solution of [4-amino-3-(2,4-dichlorophenyl)phenyl]{2-[(6-amino-5-nitro(2-pyridyl))amino]ethyl}amine (1 eq) in EtOAc at room temperature. 2-bromoacetyl chloride (1.5 eq) in minimal EtOAc was added slowly to the vigorously stirred reaction solution. The reaction was monitored by LC/MS and determined to be complete within 30 min. The organic layer was separated and washed with water, brine, dried (Na2SO4), filtered, and concentrated to dryness to give ... Starting materials: ClC1=NC=CC(=N1)\C=C(/O)\C=1C=C(C=CC1)NS(=O)(=O)C1=C(C=CC=C1F)F (N-{3-[(Z)-2-(2-Chloro-4-pyrimidinyl)-1-hydroxyethenyl]-phenyl}-2,6-difluorobenzenesulfonamide), FC1=C(C=C(C=C1)F)S(=O)(=O)NC=1C=C(C(=O)OC)C=CC1 (methyl 3-(2,5-difluorophenylsulfonamido)benzoate), ClC1=NC=CC(=N1)C (2-chloro-4-methylpyrimidine). Yields the product ClC1=NC=CC(=N1)\C=C(/O)\C=1C=C(C=CC1)NS(=O)(=O)C1=C(C=CC(=C1)F)F (N-{3-[(Z)-2-(2-Chloro-4-pyrimidinyl)-1-hydroxyethenyl]phenyl}-2,5-difluorobenzenesulfonamide). The yield is 85.3%. Reaction SMILES: [Cl:1][C:2]1[N:7]=[C:6](/[CH:8]=[C:9](/[C:11]2[CH:12]=[C:13]([NH:17][S:18]([C:21]3[C:26]([F:27])=[CH:25][CH:24]=[CH:23][C:22]=3F)(=[O:20])=[O:19])[CH:14]=[CH:15][CH:16]=2)\[OH:10])[CH:5]=[CH:4][N:3]=1.[F:29]C1C=CC(F)=CC=1S(NC1C=C(C=CC=1)C(OC)=O)(=O)=O.ClC1N=C(C)C=CN=1>>[Cl:1][C:2]1[N:7]=[C:6](/[CH:8]=[C:9](/[C:11]2[CH:12]=[C:13]([NH:17][S:18]([C:21]3[CH:22]=[C:23]([F:29])[CH:24]=[CH:25][C:26]=3[F:27])(=[O:19])=[O:20])[CH:14]=[CH:15][CH:16]=2)\[OH:10])[CH:5]=[CH:4][N:3]=1. Reported procedure: Following a procedure analogous to the procedure described in Intermediate 5, Step B using methyl 3-(2,5-difluorophenylsulfonamido)benzoate (20.5 g, 62.7 mmol) and 2-chloro-4-methylpyrimidine (8.8 g, 68.9 mmol) the title compound was obtained (22.6 g, 85.3% yield). 1H NMR (400 MHz, CDCl3) δ ppm 13.40-13.50 (br s), 10.95-11.12 (br s), 8.72-8.80 (m), 8.57-8.63 (m), 7.77-7.82 (m), 7.36-7.72 (m), 7.22-7.30 (m), 6.43 (s), 4.52 (s); m/z (ES+): 424 [M+H]+. The reactants are Cc1cccc(Cl)c1-n1c(=O)[nH]c2c(C(=O)O)sc3ncnc1c32, Cc1cccc(Cl)c1Nc1ncnc(Cl)c1C#N, Nc1ccc(CN2CCOCC2)cc1. Yields the product Cc1cccc(Cl)c1-n1c(=O)[nH]c2c(C(=O)Nc3ccc(CN4CCOCC4)cc3)sc3ncnc1c32. Reaction SMILES: [Cl:19][c:20]1[c:21](-[n:27]2[c:28](=[O:42])[nH:29][c:30]3[c:31]([C:39](=[O:40])[OH:41])[s:32][c:33]4[n:34][cH:35][n:36][c:37]2[c:38]34)[c:22]([CH3:26])[cH:23][cH:24][cH:25]1.[Cl:1][c:2]1[c:3]([C:4]#[N:5])[c:6]([NH:7][c:8]2[c:9]([CH3:10])[cH:11][cH:12][cH:13][c:14]2[Cl:15])[n:16][cH:17][n:18]1.[O:43]1[CH2:44][CH2:45][N:46]([CH2:49][c:50]2[cH:51][cH:52][c:53]([NH2:56])[cH:54][cH:55]2)[CH2:47][CH2:48]1>>[Cl:19][c:20]1[c:21](-[n:27]2[c:28](=[O:42])[nH:29][c:30]3[c:31]([C:39](=[O:41])[NH:56][c:53]4[cH:52][cH:51][c:50]([CH2:49][N:46]5[CH2:45][CH2:44][O:43][CH2:48][CH2:47]5)[cH:55][cH:54]4)[s:32][c:33]4[n:34][cH:35][n:36][c:37]2[c:38]34)[c:22]([CH3:26])[cH:23][cH:24][cH:25]1.